Dataset: the Open Reaction Database (ORD), a public repository of structured organic reaction records. Task: describe an organic reaction: reactants, conditions, products, and yield The reactants are ClC1=C(C=C(C=C1)C(C)(C)C1=CN=C(N1C1=CC=C(C=C1)F)SCC1=C(C=C(OCCO)C=C1F)F)OC (2-(4-((5-(2-(4-chloro-3-methoxyphenyl)propan-2-yl)-1-(4-fluorophenyl)-1H-imidazol-2-ylthio)methyl)-3,5-difluorophenoxy)ethanol), CS(=O)(=O)Cl (methanesulfonyl chloride), C(C)(C)NC(C)C (diisopropylamine). The solvent is C(Cl)Cl (DCM). Conditions: time 45 minute. The product is CS(=O)(=O)OCCOC1=CC(=C(C(=C1)F)CSC=1N(C(=CN1)C(C)(C)C1=CC(=C(C=C1)Cl)OC)C1=CC=C(C=C1)F)F (2-(4-((5-(2-(4-chloro-3-methoxyphenyl)propan-2-yl)-1-(4-fluorophenyl)-1H-imidazol-2-ylthio)methyl)-3,5-difluorophenoxy)ethyl methanesulfonate). Yield: 74.7%. RXN SMILES: [Cl:1][C:2]1[CH:7]=[CH:6][C:5]([C:8]([C:11]2[N:15]([C:16]3[CH:21]=[CH:20][C:19]([F:22])=[CH:18][CH:17]=3)[C:14]([S:23][CH2:24][C:25]3[C:34]([F:35])=[CH:33][C:28]([O:29][CH2:30][CH2:31][OH:32])=[CH:27][C:26]=3[F:36])=[N:13][CH:12]=2)([CH3:10])[CH3:9])=[CH:4][C:3]=1[O:37][CH3:38].[CH3:39][S:40](Cl)(=[O:42])=[O:41].C(NC(C)C)(C)C>C(Cl)Cl>[CH3:39][S:40]([O:32][CH2:31][CH2:30][O:29][C:28]1[CH:27]=[C:26]([F:36])[C:25]([CH2:24][S:23][C:14]2[N:15]([C:16]3[CH:21]=[CH:20][C:19]([F:22])=[CH:18][CH:17]=3)[C:11]([C:8]([C:5]3[CH:6]=[CH:7][C:2]([Cl:1])=[C:3]([O:37][CH3:38])[CH:4]=3)([CH3:10])[CH3:9])=[CH:12][N:13]=2)=[C:34]([F:35])[CH:33]=1)(=[O:42])=[O:41]. Reported procedure: To 2-(4-((5-(2-(4-chloro-3-methoxyphenyl)propan-2-yl)-1-(4-fluorophenyl)-1H-imidazol-2-ylthio)methyl)-3,5-difluorophenoxy)ethanol (270 mg, 0.48 mmol, 1.0 eq) in DCM (2.5 mL) was added methanesulfonyl chloride (0.1 mL, 1.44 mmol, 3.0 eq), followed by diisopropylamine (0.25 mL, 1.44 mmol, 3.0 eq). The reaction mixture was stirred at room temperature for 45 min at which time LCMS showed complete consumption of starting material. Aqueous work up (EtOAc and water) followed by purification (column chr... The reactants are ClC=1N=CC2=C(N(CC(C(N2)=O)(Cl)Cl)C2CCCC2)N1 (2-chloro-9-cyclopentyl-7,7-dichloro-5,7,8,9-tetrahydro-pyrimido[4,5-b][1,4]diazepin-6-one), C([O-])([O-])=O.[Cs+].[Cs+] (cesium carbonate), IC (iodomethane). The solvent is CN(C=O)C (dimethylformamide). Reaction conditions: time 4 hour. Product: ClC=1N=CC2=C(N(CC(C(N2C)=O)(Cl)Cl)C2CCCC2)N1 (2-chloro-9-cyclopentyl-7,7-dichloro-5-methyl-5,7,8,9-tetrahydro-pyrimido[4,5-b][1,4]diazepin-6-one). Yield: 74.7%. Reaction SMILES: [Cl:1][C:2]1[N:3]=[CH:4][C:5]2[NH:11][C:10](=[O:12])[C:9]([Cl:14])([Cl:13])[CH2:8][N:7]([CH:15]3[CH2:19][CH2:18][CH2:17][CH2:16]3)[C:6]=2[N:20]=1.[C:21](=O)([O-])[O-].[Cs+].[Cs+].IC>CN(C)C=O>[Cl:1][C:2]1[N:3]=[CH:4][C:5]2[N:11]([CH3:21])[C:10](=[O:12])[C:9]([Cl:14])([Cl:13])[CH2:8][N:7]([CH:15]3[CH2:19][CH2:18][CH2:17][CH2:16]3)[C:6]=2[N:20]=1 |f:1.2.3|. Procedure details: To a solution of 0.60 g (0.0018 mole) of 2-chloro-9-cyclopentyl-7,7-dichloro-5,7,8,9-tetrahydro-pyrimido[4,5-b][1,4]diazepin-6-one (VI-298) in 12 mL of dimethylformamide was added 0.88 g (0.0027 mole) of cesium carbonate, followed by 0.34 mL (0.0054 mole) of iodomethane. After stirring four hours, the mixture was filtered and then concentrated under reduced pressure. Ice water was added to the residue and the resulting solid was collected by filtration, washed with water and dried under vacuum t... Reactants: S(=O)(Cl)Cl (thionyl chloride), CC1=CC=C(C=C1)C(C(=O)O)C (p-methylphenylpropionic acid). Reaction conditions: temperature 60 celsius, time 4 hour. Product: CC1=CC=C(C=C1)C(C(=O)Cl)C (p-methylphenylpropionic acid chloride). The yield is 100.1%. Reaction SMILES: S(Cl)([Cl:3])=O.[CH3:5][C:6]1[CH:11]=[CH:10][C:9]([CH:12]([CH3:16])[C:13](O)=[O:14])=[CH:8][CH:7]=1>>[CH3:5][C:6]1[CH:11]=[CH:10][C:9]([CH:12]([CH3:16])[C:13]([Cl:3])=[O:14])=[CH:8][CH:7]=1. Procedure details: 160.65 g (1.35 mol) of thionyl chloride are placed in a 1 liter three-necked flask fitted with a mechanical stirrer and a condenser. 164.2 g (0.9 mol) of p-methylphenylpropionic acid are added little by little thereto at room temperature. After 4 hours, the reaction is terminated by heating at 60° C. for 1 hour. Excess SOCl2 is removed by distillation/n vacuo. In that manner 164.5 g of p-methylphenylpropionic acid chloride are obtained. Starting materials: CC#CCOc1ccc(S(=O)(=O)N2CC(CC(=O)O)SC(C)(C)C2C(=O)NOCc2ccccc2)cc1, CN(C)CCN. Yields the product CC#CCOc1ccc(S(=O)(=O)N2CC(CC(=O)NCCN(C)C)SC(C)(C)C2C(=O)NOCc2ccccc2)cc1. RXN SMILES: [CH2:1]([c:2]1[cH:3][cH:4][cH:5][cH:6][cH:7]1)[O:8][NH:9][C:10](=[O:11])[CH:12]1[N:13]([S:24](=[O:25])(=[O:26])[c:27]2[cH:28][cH:29][c:30]([O:33][CH2:34][C:35]#[C:36][CH3:37])[cH:31][cH:32]2)[CH2:14][CH:15]([CH2:20][C:21](=[O:22])[OH:23])[S:16][C:17]1([CH3:18])[CH3:19].[CH3:38][N:39]([CH2:40][CH2:41][NH2:42])[CH3:43]>>[CH2:1]([c:2]1[cH:3][cH:4][cH:5][cH:6][cH:7]1)[O:8][NH:9][C:10](=[O:11])[CH:12]1[N:13]([S:24](=[O:25])(=[O:26])[c:27]2[cH:28][cH:29][c:30]([O:33][CH2:34][C:35]#[C:36][CH3:37])[cH:31][cH:32]2)[CH2:14][CH:15]([CH2:20][C:21](=[O:22])[NH:42][CH2:41][CH2:40][N:39]([CH3:38])[CH3:43])[S:16][C:17]1([CH3:18])[CH3:19]. Starting materials: C1(C=CCCC1)N1N(C(C1(C)C)=O)C1C2CC3CC(CC1C3)C2 (1-(cyclohexa-2-ene-1-yl)-4,4-dimethyl-2-(adamantan-2-yl)-1,2-diazetidin-3-one). The reagents and catalysts are [C].[Pd] (palladium carbon). The solvent is C(C)O (ethanol). Conditions: time 2 hour. The product is C1(CCCCC1)N1N(C(C1(C)C)=O)C1C2CC3CC(CC1C3)C2 (1-cyclohexyl-4,4-dimethyl-2-(adamantan-2-yl)-1,2-diazetidin-3-one). The yield is 101.1%. RXN SMILES: [CH:1]1([N:7]2[C:10]([CH3:12])([CH3:11])[C:9](=[O:13])[N:8]2[CH:14]2[CH:21]3[CH2:22][CH:17]4[CH2:18][CH:19]([CH2:23][CH:15]2[CH2:16]4)[CH2:20]3)[CH2:6][CH2:5][CH2:4][CH:3]=[CH:2]1>C(O)C.[C].[Pd]>[CH:1]1([N:7]2[C:10]([CH3:11])([CH3:12])[C:9](=[O:13])[N:8]2[CH:14]2[CH:21]3[CH2:20][CH:19]4[CH2:18][CH:17]([CH2:16][CH:15]2[CH2:23]4)[CH2:22]3)[CH2:2][CH2:3][CH2:4][CH2:5][CH2:6]1 |f:2.3|. Reported procedure: A solution of 1-(cyclohexa-2-ene-1-yl)-4,4-dimethyl-2-(adamantan-2-yl)-1,2-diazetidin-3-one (3.20 mg, 0.0100 mmol) in ethanol (2 mL) was added with 10% palladium carbon (catalyst amount), and under hydrogen atmosphere, the resultant was stirred at room temperature for 2 hours. The reaction solution was filtered using celite and concentrated in vacuo. The obtained residue was purified using Preparative Thin-Layer chromatography (hexane:ethyl acetate=3:1), and the title compound (3.2 mg, quant.) w... Reactants: CN(C)C=O, Cl, [H-], O=[N+]([O-])c1ccc2[nH]ccc2c1, [Na+], O, ClCc1cccnc1. Product: O=[N+]([O-])c1ccc2c(ccn2Cc2cccnc2)c1. As a reaction SMILES: [CH3:25][N:26]([CH3:27])[CH:28]=[O:29].[ClH:15].[H-:13].[N+:1](=[O:2])([O-:3])[c:4]1[cH:5][c:6]2[cH:7][cH:8][nH:9][c:10]2[cH:11][cH:12]1.[Na+:14].[OH2:24].[cH:16]1[c:17]([CH2:22][Cl:23])[cH:18][cH:19][cH:20][n:21]1>>[N+:1](=[O:2])([O-:3])[c:4]1[cH:5][c:6]2[cH:7][cH:8][n:9]([CH2:22][c:17]3[cH:16][n:21][cH:20][cH:19][cH:18]3)[c:10]2[cH:11][cH:12]1. RXN SMILES: Cl[C:2]1[C:9]([Cl:10])=[CH:8][C:7]([N+:11]([O-:13])=[O:12])=[CH:6][C:3]=1[CH:4]=O.[SH:14][CH2:15][C:16]([O:18][CH3:19])=[O:17].[OH-].[K+]>CN(C=O)C.O>[CH3:19][O:18][C:16]([C:15]1[S:14][C:2]2[C:9]([Cl:10])=[CH:8][C:7]([N+:11]([O-:13])=[O:12])=[CH:6][C:3]=2[CH:4]=1)=[O:17] |f:2.3|. Run in CN(C)C=O (DMF), O (water). Reported procedure: To a solution of 2,3-dichloro-5-nitrobenzaldehyde (10 g, 0.045 mol) and methyl mercaptoacetate (6.6 mL, 0.06 mol) in DMF (200 mL) was added KOH (6 g) in 50 mL water. After stirring for 2 h, the reaction mixture was poured in ice cold water and the mixture was extracted in ethyl acetate. The organic layer was washed with water and dried. The evaporation of the solvent gave crude product which was purified by repetitive washing with hexane to yield 7-chloro-5-nitro-benzo[b]thiophene-2-carboxylic a... The product is COC(=O)C1=CC2=C(S1)C(=CC(=C2)[N+](=O)[O-])Cl (7-chloro-5-nitro-benzo[b]thiophene-2-carboxylic acid methyl ester). Conditions: time 2 hour. The reactants are ClC1=C(C=O)C=C(C=C1Cl)[N+](=O)[O-] (2,3-dichloro-5-nitrobenzaldehyde), SCC(=O)OC (methyl mercaptoacetate), [OH-].[K+] (KOH). Solvent: O (water), C(C)(=O)O (acetic acid). The reactants are OC(CC1=CC=CC=C1)(C)C1=CC=NC=C1 (4-(α-hydroxy-α-methylphenethyl)-pyridine), Cl.OC(CC1=CC=CC=C1)(C)C1=CC=NC=C1 (4-(α-hydroxy-α-methyl-phenethyl)-pyridine hydrochloride), Cl (hydrogen chloride), [H][H] (hydrogen), [H][H] (hydrogen). Procedure: The mixture of 4.0 g of 4-(α-hydroxy-α-methylphenethyl)-pyridine, 100 ml of glacial acetic acid, 20 ml of water and 2.0 g of 10% palladium on charcoal is treated with hydrogen at 4.1 atm and room temperature. Following the theoretical uptake of hydrogen the reaction mixture is filtered to remove the catalyst. The filtrate is evaporated to dryness under reduced pressureand the residue treated with 50% aqueous sodium hydroxide. The resulting mixture is extracted with methylene chloride; the extrac... Reagents/catalysts: [Pd] (palladium on charcoal). RXN SMILES: [OH:1][C:2]([C:11]1[CH:16]=[CH:15][N:14]=[CH:13][CH:12]=1)([CH3:10])[CH2:3][C:4]1[CH:9]=[CH:8][CH:7]=[CH:6][CH:5]=1.[H][H].[ClH:19].OC(C1C=CN=CC=1)(C)CC1C=CC=CC=1.Cl>[Pd].O.C(O)(=O)C>[ClH:19].[OH:1][C:2]([CH:11]1[CH2:12][CH2:13][NH:14][CH2:15][CH2:16]1)([CH3:10])[CH2:3][C:4]1[CH:9]=[CH:8][CH:7]=[CH:6][CH:5]=1 |f:2.3,8.9|. The product is Cl.OC(CC1=CC=CC=C1)(C)C1CCNCC1 (4-(α-hydroxy-α-methylphenethyl)-piperidine hydrochloride).